Dataset: the Open Reaction Database (ORD), a public repository of structured organic reaction records. Task: describe an organic reaction: reactants, conditions, products, and yield The reactants are N[C@@]1(C[C@](O)([C@@H](C(O)[Si](C)(C)C(C)(C)C)O1)[Si](C)(C)C(C)(C)C)N1C(=O)NC(=O)C(C)(C1)CO[Si](C)(C)C(C)(C)C (1'-amino-3',5'-bis(t-butyldimethylsilyl)-5-t-butyldimethylsiloxymethyl thymidine), [F-].C(CCC)[N+](CCCC)(CCCC)CCCC (tetrabutylammonium fluoride). Solvent: C1CCOC1 (THF). Run at time 1 hour. Product: N[C@@]1(C[C@H](O)[C@@H](CO)O1)N1C(=O)NC(=O)C(C)=C1 (1'-amino-thymidine). As a reaction SMILES: [NH2:1][C@@:2]1([N:24]2[CH2:32][C:30](CO[Si](C(C)(C)C)(C)C)([CH3:31])[C:28](=[O:29])[NH:27][C:25]2=[O:26])[O:16][C@H:6]([CH:7]([Si](C(C)(C)C)(C)C)[OH:8])[C@@:4]([Si](C(C)(C)C)(C)C)([OH:5])[CH2:3]1.[F-].C([N+](CCCC)(CCCC)CCCC)CCC>C1COCC1>[NH2:1][C@@:2]1([N:24]2[CH:32]=[C:30]([CH3:31])[C:28](=[O:29])[NH:27][C:25]2=[O:26])[O:16][C@H:6]([CH2:7][OH:8])[C@@H:4]([OH:5])[CH2:3]1 |f:1.2|. Procedure: A suspension of 1'-amino-3',5'-bis(t-butyldimethylsilyl)-5-t-butyldimethylsiloxymethyl thymidine and tetrabutylammonium fluoride in THF stands at room temperature for one hour. The solvent is evaporated and the residue chromatographically separated on silica. As a reaction SMILES: [CH3:32][O:33][c:34]1[cH:35][c:36]([C:37](=[O:38])[Cl:39])[cH:40][cH:41][c:42]1[O:43][CH3:44].[NH2:1][c:2]1[cH:3][cH:4][c:5]([CH2:6][c:7]2[n:8][c:9]3[n:10]([CH2:26][CH2:27][CH2:28][CH3:29])[c:11](=[O:25])[n:12]([CH2:17][c:18]4[c:19]([F:24])[cH:20][cH:21][cH:22][cH:23]4)[c:13](=[O:16])[c:14]3[nH:15]2)[cH:30][cH:31]1.[cH:45]1[cH:46][cH:47][n:48][cH:49][cH:50]1>>[NH:1]([c:2]1[cH:3][cH:4][c:5]([CH2:6][c:7]2[n:8][c:9]3[n:10]([CH2:26][CH2:27][CH2:28][CH3:29])[c:11](=[O:25])[n:12]([CH2:17][c:18]4[c:19]([F:24])[cH:20][cH:21][cH:22][cH:23]4)[c:13](=[O:16])[c:14]3[nH:15]2)[cH:30][cH:31]1)[C:37]([c:36]1[cH:35][c:34]([O:33][CH3:32])[c:42]([O:43][CH3:44])[cH:41][cH:40]1)=[O:38]. Reactants: COc1ccc(C(=O)Cl)cc1OC, CCCCn1c(=O)n(Cc2ccccc2F)c(=O)c2[nH]c(Cc3ccc(N)cc3)nc21, c1ccncc1. The product is CCCCn1c(=O)n(Cc2ccccc2F)c(=O)c2[nH]c(Cc3ccc(NC(=O)c4ccc(OC)c(OC)c4)cc3)nc21. The reactants are ClCCl, O=C(O)C(F)(F)F, CC(C)(C)OC(=O)CC1C(=O)C=C2NCCC(=O)Cn3cnc1c32. The product is O=C(O)CC1C(=O)C=C2NCCC(=O)Cn3cnc1c32. As a reaction SMILES: [Cl:32][CH2:33][Cl:34].[F:25][C:26]([F:27])([F:28])[C:29]([OH:30])=[O:31].[O:1]=[C:2]1[CH:3]=[C:4]2[c:5]3[n:6]([cH:13][n:14][c:15]3[CH:16]1[CH2:17][C:18](=[O:19])[O:20][C:21]([CH3:22])([CH3:23])[CH3:24])[CH2:7][C:8](=[O:12])[CH2:9][CH2:10][NH:11]2>>[O:1]=[C:2]1[CH:3]=[C:4]2[c:5]3[n:6]([cH:13][n:14][c:15]3[CH:16]1[CH2:17][C:18](=[O:19])[OH:20])[CH2:7][C:8](=[O:12])[CH2:9][CH2:10][NH:11]2. Run at temperature 0 celsius, time 1 hour. Reported procedure: To the aldehyde of Step 10 (85 g, 386 mmol) in toluene (1 L) at 0° C. was slowly added vinyl magnesium bromide in Et2O (450 mL, 1M, 450 mmol) over a 30 minute period. After stirring for 1 hr at 0° C., the reaction mixture was quenched with 25% aq. NH4OAc and extracted with EtOAc (3×). Evaporation and purification by flash chromatography (15%→25% EtOAc in toluene) yielded 82 g (86%) of the title compound. Yield: 86.0%. As a reaction SMILES: [O:1]1[CH2:6][CH2:5][CH2:4][CH2:3][CH:2]1[O:7][CH2:8][C:9]1[CH:10]=[C:11]([CH:14]=[CH:15][CH:16]=1)[CH:12]=[O:13].[CH:17]([Mg]Br)=[CH2:18].CCOCC>C1(C)C=CC=CC=1>[O:1]1[CH2:6][CH2:5][CH2:4][CH2:3][CH:2]1[O:7][CH2:8][C:9]1[CH:10]=[C:11]([CH:12]([OH:13])[CH:17]=[CH2:18])[CH:14]=[CH:15][CH:16]=1. Product: O1C(CCCC1)OCC=1C=C(C=CC1)C(C=C)O (1-(3-(((2-Tetrahydropyranyl)oxy)methyl)phenyl)-2-propen-1-ol). The reactants are O1C(CCCC1)OCC=1C=C(C=O)C=CC1 (3-(((2-Tetrahydropyranyl)oxy)methyl)benzaldehyde), C(=C)[Mg]Br (vinyl magnesium bromide), CCOCC (Et2O). The solvent is C1(=CC=CC=C1)C (toluene). The reactants are O=C1OCCN(Cc2ccccc2)C1c1ccc(F)cc1, C1CCOC1, O=C(Cl)c1cc(C(F)(F)F)cc(C(F)(F)F)c1. Product: O=C(OC1OCCN(Cc2ccccc2)C1c1ccc(F)cc1)c1cc(C(F)(F)F)cc(C(F)(F)F)c1. As a reaction SMILES: [CH2:1]([c:2]1[cH:3][cH:4][cH:5][cH:6][cH:7]1)[N:8]1[CH:9]([c:15]2[cH:16][cH:17][c:18]([F:21])[cH:19][cH:20]2)[C:10](=[O:14])[O:11][CH2:12][CH2:13]1.[CH2:39]1[O:40][CH2:41][CH2:42][CH2:43]1.[F:22][C:23]([c:24]1[cH:25][c:26]([C:27](=[O:28])[Cl:29])[cH:30][c:31]([C:33]([F:34])([F:35])[F:36])[cH:32]1)([F:37])[F:38]>>[CH2:1]([c:2]1[cH:3][cH:4][cH:5][cH:6][cH:7]1)[N:8]1[CH:9]([c:15]2[cH:16][cH:17][c:18]([F:21])[cH:19][cH:20]2)[CH:10]([O:14][C:27]([c:26]2[cH:25][c:24]([C:23]([F:22])([F:37])[F:38])[cH:32][c:31]([C:33]([F:34])([F:35])[F:36])[cH:30]2)=[O:28])[O:11][CH2:12][CH2:13]1. Starting materials: C(C)(C)(C)OC(=O)NCCCOC1=C(C(=O)NC2=C(C=C(C(=O)N(C3=C(C=C(C=C3)C)OCCCCCC(=O)N3CCC(CC3)=O)C)C=C2)OC)C=CC=C1 (4-[2-[(3-tert-butoxycarbonylaminoprop-1-yl)oxy]benzoyl]amino-3-methoxy-N-methyl-N-[2-[5-(4-oxopiperidin-1-yl)carbonylpent-1-yl]oxy-4-methylphenyl]benzamide), [BH4-].[Na+] (sodium borohydride). Solvent: CO (methanol). Reaction conditions: time 1 hour. Yields the product C(C)(C)(C)OC(=O)NCCCOC1=C(C(=O)NC2=C(C=C(C(=O)N(C3=C(C=C(C=C3)C)OCCCCCC(=O)N3CCC(CC3)O)C)C=C2)OC)C=CC=C1 (4-[2-[(3-tert-butoxycarbonylaminoprop-1-yl)oxy]benzoyl]amino-3-methoxy-N-methyl-N-[2-[5-(4-hydroxypiperidin-1-yl)carbonylpent-1-yl]oxy-4-methylphenyl]benzamide). The yield is 103.4%. Reaction SMILES: [C:1]([O:5][C:6]([NH:8][CH2:9][CH2:10][CH2:11][O:12][C:13]1[CH:55]=[CH:54][CH:53]=[CH:52][C:14]=1[C:15]([NH:17][C:18]1[CH:49]=[CH:48][C:21]([C:22]([N:24]([CH3:47])[C:25]2[CH:30]=[CH:29][C:28]([CH3:31])=[CH:27][C:26]=2[O:32][CH2:33][CH2:34][CH2:35][CH2:36][CH2:37][C:38]([N:40]2[CH2:45][CH2:44][C:43](=[O:46])[CH2:42][CH2:41]2)=[O:39])=[O:23])=[CH:20][C:19]=1[O:50][CH3:51])=[O:16])=[O:7])([CH3:4])([CH3:3])[CH3:2].[BH4-].[Na+]>CO>[C:1]([O:5][C:6]([NH:8][CH2:9][CH2:10][CH2:11][O:12][C:13]1[CH:55]=[CH:54][CH:53]=[CH:52][C:14]=1[C:15]([NH:17][C:18]1[CH:49]=[CH:48][C:21]([C:22]([N:24]([CH3:47])[C:25]2[CH:30]=[CH:29][C:28]([CH3:31])=[CH:27][C:26]=2[O:32][CH2:33][CH2:34][CH2:35][CH2:36][CH2:37][C:38]([N:40]2[CH2:41][CH2:42][CH:43]([OH:46])[CH2:44][CH2:45]2)=[O:39])=[O:23])=[CH:20][C:19]=1[O:50][CH3:51])=[O:16])=[O:7])([CH3:4])([CH3:2])[CH3:3] |f:1.2|. Reported procedure: To a solution of 4-[2-[(3-tert-butoxycarbonylaminoprop-1-yl)oxy]benzoyl]amino-3-methoxy-N-methyl-N-[2-[5-(4-oxopiperidin-1-yl)carbonylpent-1-yl]oxy-4-methylphenyl]benzamide (192 mg) in methanol (5 ml) was added sodium borohydride (19 mg) at ambient temperature and the mixture was stirred at the same temperate for 1 hour. The reaction was quenched with 0.5N hydrochloric acid (10 ml) and the mixture was extracted with chloroform (15 ml×3). The organic layer was washed with aqueous sodium hydrogen ... Starting materials: C(C)NCC (diethylamine), COC1=CC=C(C=C1)O (p-methoxyphenol), C(C=C)(=O)OCC (ethyl acrylate), C1=CC=CC=2SC3=CC=CC=C3NC12 (phenothiazine). Conditions: temperature 58 celsius. Product: C(C)N(CC)CCC(=O)OCC (Ethyl 3-(N,N-Diethylamino)propionate). Isolated yield 96.0%. As a reaction SMILES: [CH2:1]([NH:3][CH2:4][CH3:5])[CH3:2].[C:6]([O:10][CH2:11][CH3:12])(=[O:9])[CH:7]=[CH2:8].C1C2NC3C(=CC=CC=3)SC=2C=CC=1.COC1C=CC(O)=CC=1>>[CH2:1]([N:3]([CH2:8][CH2:7][C:6]([O:10][CH2:11][CH3:12])=[O:9])[CH2:4][CH3:5])[CH3:2]. Reported procedure: The following materials were charged to the reaction vessel: anhydrous diethylamine (292 grams); ethyl acrylate (200 grams); phenothiazine (1.0 gram); and p-methoxyphenol (1.0 gram). This mixture was heated at reflux (about 56-60° C.) for 24 hours. At the end of this period, unreacted amine was removed by distillation. The product was recovered at 80°-81° C. and 10 mm. mercury pressure in a yield of 96 percent. The product is designated herein as Amine Catalyst IX and has the formula, (C2H5)2N--... Reactants: [Li]CCCC (n-BuLi), BrC=1C=C2C=NN(C2=CC1)C1=CC=C(C=C1)F (5-bromo-1-(4-fluorophenyl)-1H-indazole), C(C=C)N1C(=CC(=C1)C(C(F)(F)F)=O)C#N (1-allyl-4-(2,2,2-trifluoroacetyl)-1H-pyrrole-2-carbonitrile). The solvent is C1CCOC1 (THF), C1CCOC1 (THF). Reaction conditions: temperature 0 celsius, time 30 minute. The product is C(C=C)N1C(=CC(=C1)C(C(F)(F)F)(O)C=1C=C2C=NN(C2=CC1)C1=CC=C(C=C1)F)C#N (1-Allyl-4-{2,2,2-trifluoro-1-[1-(4-fluorophenyl)-1H-indazol-5-yl]-1-hydroxyethyl}-1H-pyrrole-2-carbonitrile). Yield: 67.0%. Reaction SMILES: Br[C:2]1[CH:3]=[C:4]2[C:8](=[CH:9][CH:10]=1)[N:7]([C:11]1[CH:16]=[CH:15][C:14]([F:17])=[CH:13][CH:12]=1)[N:6]=[CH:5]2.[Li]CCCC.[CH2:23]([N:26]1[CH:30]=[C:29]([C:31](=[O:36])[C:32]([F:35])([F:34])[F:33])[CH:28]=[C:27]1[C:37]#[N:38])[CH:24]=[CH2:25]>C1COCC1>[CH2:23]([N:26]1[CH:30]=[C:29]([C:31]([C:2]2[CH:3]=[C:4]3[C:8](=[CH:9][CH:10]=2)[N:7]([C:11]2[CH:16]=[CH:15][C:14]([F:17])=[CH:13][CH:12]=2)[N:6]=[CH:5]3)([OH:36])[C:32]([F:35])([F:33])[F:34])[CH:28]=[C:27]1[C:37]#[N:38])[CH:24]=[CH2:25]. Reported procedure: To a chilled (−78° C.) solution of 5-bromo-1-(4-fluorophenyl)-1H-indazole (1.3 g, 4.3 mmol, 1.1 equiv.) in 20 mL of THF was added n-BuLi (2.5 M in hexanes, 1.7 ml, 4.3 mmol, 1.1 equiv.) followed by a chilled (−78° C.) solution of 1-allyl-4-(2,2,2-trifluoroacetyl)-1H-pyrrole-2-carbonitrile (0.9 g, 3.9 mmol, 1 equiv.) in 3 mL of THF. After 30 minutes, the mixture was warmed to 0° C., quenched with water, diluted with brine, and extracted with EtOAc. The combined organics were dried, filtered, and ... Reactants: O (water), [N+](=O)([O-])[O-].[K+] (potassium nitrate), FC1=C(C=CC=C1)C=1C=C(C(=O)O)C=CC1 (3-(2-fluorophenyl)-benzoic acid). The solvent is S(O)(O)(=O)=O (sulfuric acid), S(O)(O)(=O)=O (sulfuric acid). Conditions: temperature 0 celsius, time 20 minute. Yields the product FC1=C(C=C(C=C1)[N+](=O)[O-])C=1C=C(C(=O)O)C=CC1 (3-(2-Fluoro-5-nitrophenyl)-benzoic acid). The yield is 110.6%. RXN SMILES: [N+:1]([O-:4])([O-])=[O:2].[K+].[F:6][C:7]1[CH:12]=[CH:11][CH:10]=[CH:9][C:8]=1[C:13]1[CH:14]=[C:15]([CH:19]=[CH:20][CH:21]=1)[C:16]([OH:18])=[O:17].O>S(=O)(=O)(O)O>[F:6][C:7]1[CH:12]=[CH:11][C:10]([N+:1]([O-:4])=[O:2])=[CH:9][C:8]=1[C:13]1[CH:14]=[C:15]([CH:19]=[CH:20][CH:21]=1)[C:16]([OH:18])=[O:17] |f:0.1|. Procedure details: A solution of 420 mg potassium nitrate in 5 ml concentrated sulfuric acid was added dropwise to a stirred solution of 1 g 3-(2-fluorophenyl)-benzoic acid in 25 ml concentrated sulfuric acid at 0° C. The mixture was stirred at 0° C. for 20 minutes and then poured into iced water. The resulting precipitate was extracted into ethyl acetate and the extracts were combined, dried and evaporated, yielding the product as a white solid (1.2 g, 100% yield), m.p. 272°-274° C. after recrystallization from e... Reactants: COc1c2c(c(NS(C)(=O)=O)n(C)c1=O)CCN(Cc1ccc(F)c(Cl)c1)C2=O, [H-], CI, [Na+], CN(C)C=O. The product is COc1c2c(c(N(C)S(C)(=O)=O)n(C)c1=O)CCN(Cc1ccc(F)c(Cl)c1)C2=O. As a reaction SMILES: [Cl:1][c:2]1[cH:3][c:4]([CH2:5][N:6]2[C:7](=[O:25])[c:8]3[c:9]([O:23][CH3:24])[c:10](=[O:22])[n:11]([CH3:21])[c:12]([NH:16][S:17](=[O:18])(=[O:19])[CH3:20])[c:13]3[CH2:14][CH2:15]2)[cH:26][cH:27][c:28]1[F:29].[H-:30].[I:32][CH3:33].[Na+:31].[O:34]=[CH:35][N:36]([CH3:37])[CH3:38]>>[Cl:1][c:2]1[cH:3][c:4]([CH2:5][N:6]2[C:7](=[O:25])[c:8]3[c:9]([O:23][CH3:24])[c:10](=[O:22])[n:11]([CH3:21])[c:12]([N:16]([S:17](=[O:18])(=[O:19])[CH3:20])[CH3:33])[c:13]3[CH2:14][CH2:15]2)[cH:26][cH:27][c:28]1[F:29].